From a dataset of the Open Reaction Database (ORD), a public repository of structured organic reaction records. describe an organic reaction: reactants, conditions, products, and yield Starting materials: CC(Br)c1cccc(Br)n1, Cc1cc(C(=O)c2c[nH]c3ccccc3c2=O)cnc1C, CN(C)C=O, [H-], [Na+]. Product: Cc1cc(C(=O)c2cn(C(C)c3cccc(Br)n3)c3ccccc3c2=O)cnc1C. Reaction SMILES: [Br:24][c:25]1[n:26][c:27]([CH:31]([CH3:32])[Br:33])[cH:28][cH:29][cH:30]1.[CH3:1][c:2]1[cH:3][c:4]([C:9](=[O:10])[c:11]2[cH:12][nH:13][c:14]3[cH:15][cH:16][cH:17][cH:18][c:19]3[c:20]2=[O:21])[cH:5][n:6][c:7]1[CH3:8].[CH3:34][N:35]([CH3:36])[CH:37]=[O:38].[H-:22].[Na+:23]>>[CH3:1][c:2]1[cH:3][c:4]([C:9](=[O:10])[c:11]2[cH:12][n:13]([CH:31]([c:27]3[n:26][c:25]([Br:24])[cH:30][cH:29][cH:28]3)[CH3:32])[c:14]3[cH:15][cH:16][cH:17][cH:18][c:19]3[c:20]2=[O:21])[cH:5][n:6][c:7]1[CH3:8]. The reactants are FC1=CC=C(C=C1)NCC=1C=NC=CC1 (N-(4-fluorophenyl)-[(3-pyridyl)methyl]amine), C(CCC)SCC(=O)O (α-(n-butylthio)acetic acid), C1(CCCCC1)N=C=NC1CCCCC1 (N,N'-dicyclohexylcarbodiimide). The solvent is ClCCl (dichloromethane). The product is N1=CC(=CC=C1)CN(C(CSCCCC)=O)C1=CC=C(C=C1)F (N-[(3-pyridyl)methyl]-N-(4-fluorophenyl)-α-(n-butylthio)acetamide). Reaction SMILES: [F:1][C:2]1[CH:7]=[CH:6][C:5]([NH:8][CH2:9][C:10]2[CH:11]=[N:12][CH:13]=[CH:14][CH:15]=2)=[CH:4][CH:3]=1.[CH2:16]([S:20][CH2:21][C:22](O)=[O:23])[CH2:17][CH2:18][CH3:19].C1(N=C=NC2CCCCC2)CCCCC1>ClCCl>[N:12]1[CH:13]=[CH:14][CH:15]=[C:10]([CH2:9][N:8]([C:5]2[CH:4]=[CH:3][C:2]([F:1])=[CH:7][CH:6]=2)[C:22](=[O:23])[CH2:21][S:20][CH2:16][CH2:17][CH2:18][CH3:19])[CH:11]=1. Procedure: N-[(3-pyridyl)methyl]-N-(4-fluorophenyl)-α-(n-butylthio)acetamide was prepared by the method of Example 2 by reacting 10.1 g. of N-(4-fluorophenyl)-[(3-pyridyl)methyl]amine with 7.4 g. of α-(n-butylthio)acetic acid and 10.3 g. of N,N'-dicyclohexylcarbodiimide in 250 ml. of dichloromethane. Weight 6.5 g. as an oil. The reactants are BrC1=CC(=C(C=C1)[C@H](COC(=O)NC=1C=C(C(=C(CN(C(OCC2=CC=CC=C2)=O)C)C1)OCCCOC)F)C)C ((R)-Benzyl 5-(((2-(4-bromo-2-methylphenyl)propoxy)carbonyl)amino)-3-fluoro-2-(3-methoxypropoxy)benzyl(methyl)carbamate), CC1(COB(OC1)B1OCC(CO1)(C)C)C (5,5,5′,5′-tetramethyl-2,2′-bi(1,3,2-dioxaborinane)), C(C)(=O)[O-].[K+] (potassium acetate). The reagents and catalysts are C1=CC=C(C=C1)P([C-]2C=CC=C2)C3=CC=CC=C3.C1=CC=C(C=C1)P([C-]2C=CC=C2)C3=CC=CC=C3.Cl[Pd]Cl.[Fe+2] (Pd(dppf)Cl2). Solvent: CS(=O)C (DMSO). Run at temperature 85 celsius, time 2 hour. Yields the product C(C1=CC=CC=C1)OC(=O)N(C)CC=1C=C(C=C(C1OCCCOC)F)NC(=O)OC[C@H](C)C1=C(C=C(C=C1)B(O)O)C ((R)-(4-(1-(((3-((((Benzyloxy)carbonyl)(methyl)amino)methyl)-5-fluoro-4-(3-methoxypropoxy)phenyl)carbamoyl)oxy)propan-2-yl)-3-methylphenyl)boronic acid). Yield: 59.6%. Reaction SMILES: Br[C:2]1[CH:7]=[CH:6][C:5]([C@@H:8]([CH3:40])[CH2:9][O:10][C:11]([NH:13][C:14]2[CH:15]=[C:16]([F:39])[C:17]([O:33][CH2:34][CH2:35][CH2:36][O:37][CH3:38])=[C:18]([CH:32]=2)[CH2:19][N:20]([CH3:31])[C:21](=[O:30])[O:22][CH2:23][C:24]2[CH:29]=[CH:28][CH:27]=[CH:26][CH:25]=2)=[O:12])=[C:4]([CH3:41])[CH:3]=1.CC1(C)C[O:47][B:46](B2OCC(C)(C)CO2)[O:45]C1.C([O-])(=O)C.[K+]>CS(C)=O.C1C=CC(P(C2C=CC=CC=2)[C-]2C=CC=C2)=CC=1.C1C=CC(P(C2C=CC=CC=2)[C-]2C=CC=C2)=CC=1.Cl[Pd]Cl.[Fe+2]>[CH2:23]([O:22][C:21]([N:20]([CH2:19][C:18]1[CH:32]=[C:14]([NH:13][C:11]([O:10][CH2:9][C@@H:8]([C:5]2[CH:6]=[CH:7][C:2]([B:46]([OH:47])[OH:45])=[CH:3][C:4]=2[CH3:41])[CH3:40])=[O:12])[CH:15]=[C:16]([F:39])[C:17]=1[O:33][CH2:34][CH2:35][CH2:36][O:37][CH3:38])[CH3:31])=[O:30])[C:24]1[CH:29]=[CH:28][CH:27]=[CH:26][CH:25]=1 |f:2.3,5.6.7.8|. Procedure: To a tube was added 28C (373 mg, 0.591 mmol), 5,5,5′,5′-tetramethyl-2,2′-bi(1,3,2-dioxaborinane) (160 mg, 0.709 mmol), potassium acetate (145 mg, 1.477 mmol), Pd(dppf)Cl2 (97 mg, 0.118 mmol) in DMSO (1.5 ml). The tube was filled with Ar, sealed and stirred at 85° C. for 2 h. The mixture was quenched with water, extracted with EtOAc (3×20 ml). The combined organic layer was filtered though silica gel and concentrated. The crude product was purified by flash chromatography to give 28D (210 mg, 0.3... RXN SMILES: [CH3:1][c:2]1[c:3]([N:11]2[CH2:12][CH2:13][N:14]([CH2:17][c:18]3[cH:19][cH:20][cH:21][cH:22][cH:23]3)[CH2:15][CH2:16]2)[cH:4][c:5]([CH3:10])[c:6]([CH:8]=[O:9])[cH:7]1.[CH3:31][CH2:32][CH2:33][CH2:34][CH2:35][CH3:36].[CH3:37][CH2:38][O:39][C:40]([CH3:41])=[O:42].[Cl:24][C:25](=[O:26])[O:27][CH:28]([CH3:29])[Cl:30].[Cl:43][CH2:44][CH2:45][Cl:46]>>[CH3:1][c:2]1[c:3]([N:11]2[CH2:12][CH2:13][N:14]([C:25](=[O:26])[O:27][CH:28]([CH3:29])[Cl:30])[CH2:15][CH2:16]2)[cH:4][c:5]([CH3:10])[c:6]([CH:8]=[O:9])[cH:7]1. The product is Cc1cc(N2CCN(C(=O)OC(C)Cl)CC2)c(C)cc1C=O. The reactants are Cc1cc(N2CCN(Cc3ccccc3)CC2)c(C)cc1C=O, CCCCCC, CCOC(C)=O, CC(Cl)OC(=O)Cl, ClCCCl.